describe an organic reaction: reactants, conditions, products, and yield From a dataset of the Open Reaction Database (ORD), a public repository of structured organic reaction records. The reactants are COC(C(C(CC(F)(F)F)CC(F)(F)F)NS(=O)(=O)C1=CC=C(C=C1)Cl)=O (2-(4-chloro-benzenesulfonylamino)-5,5,5-trifluoro-3-(2,2,2-trifluoroethyl)-pentanoic acid methyl ester), [Li+].[BH4-] (LiBH4). The solvent is C1CCOC1 (THF). Product: ClC1=CC=C(C=C1)S(=O)(=O)NC(C(CC(F)(F)F)CC(F)(F)F)CO (4-Chloro-N-[4,4,4-trifluoro-1-hydroxymethyl-2-(2,2,2-trifluoroethyl)-butyl]-benzenesulfonamide). Yield: 67.1%. RXN SMILES: C[O:2][C:3](=O)[CH:4]([NH:16][S:17]([C:20]1[CH:25]=[CH:24][C:23]([Cl:26])=[CH:22][CH:21]=1)(=[O:19])=[O:18])[CH:5]([CH2:11][C:12]([F:15])([F:14])[F:13])[CH2:6][C:7]([F:10])([F:9])[F:8].[Li+].[BH4-]>C1COCC1>[Cl:26][C:23]1[CH:24]=[CH:25][C:20]([S:17]([NH:16][CH:4]([CH2:3][OH:2])[CH:5]([CH2:6][C:7]([F:8])([F:9])[F:10])[CH2:11][C:12]([F:14])([F:13])[F:15])(=[O:18])=[O:19])=[CH:21][CH:22]=1 |f:1.2|. Reported procedure: A solution of 2-(4-chloro-benzenesulfonylamino)-5,5,5-trifluoro-3-(2,2,2-trifluoroethyl)-pentanoic acid methyl ester (120 mg, 0.27 mmol) in THF (5 mL) was treated with LiBH4 (2M THF, 0.3 mL) for 18 hours at 25° C. The reaction was carefully quenched by the addition of 2M HCl and the organic solvent removed in vacuo. The aqueous layer was extracted with EtOAc (2×10 mL). The organic layers were combined, dried over Na2SO4 and evaporated to afford a crude oil which was purified by flash chromatogra... Reaction SMILES: [O:1]=[C:2]1[CH:11]2[CH2:12][CH2:13]O[C:10]2=[C:9]2[C:4]([C:5]([O:15][CH3:16])=[CH:6][CH:7]=[CH:8]2)=[N:3]1.C[C:18]1[CH:24]=[CH:23][CH:22]=[CH:21][C:19]=1[NH2:20].C(O)[CH2:26][O:27]CCO>O>[CH3:26][O:27][C:18]1[CH:24]=[CH:23][CH:22]=[CH:21][C:19]=1[N:20]1[C:10]2[C:9]3[CH:8]=[CH:7][CH:6]=[C:5]([O:15][CH3:16])[C:4]=3[NH:3][C:2](=[O:1])[C:11]=2[CH2:12][CH2:13]1. Starting materials: O=C1N=C2C(=CC=CC2=C2C1CCO2)OC (4-Oxo-6-methoxy-2,3-dihydrofuro[3,2-c]quinoline), CC1=C(N)C=CC=C1 (2-methylaniline), C(COCCO)O (diethylene glycol). Reaction conditions: temperature 250 celsius. The product is COC1=C(C=CC=C1)N1CCC=2C(NC=3C(=CC=CC3C21)OC)=O (1-(2-methoxyphenyl)-4-oxo-6 -methoxy-2,3,4,5-tetrahydropyrrolo[3,2-c]quinoline). Solvent: salt, O (water). Reported procedure: 4-Oxo-6-methoxy-2,3-dihydrofuro[3,2-c]quinoline (217 mg, 1.0 mmol) was dissolved in 10 ml of diethylene glycol in a pressure tube and of 2-methylaniline (282 μl, 2.5 mmol) was added under nitrogen. The reaction mixture was heated at 250° C. for 15 hours. The reaction mixture was diluted with 20 ml of salt water and the aqueous layer was extracted with methylene chloride (15 ml×3). After layer with water (15 ml×3), the organic layer was dried with anhydrous magnesium sulfate and filtrated to be c... The reactants are solution, [F-].C(CCC)[NH3+] (butylammonium fluoride), CC(C)(C)OC(=O)N1CC2=CC(=C(C=C2CC1)OC)O[Si](C)(C)C(C)(C)C (3,4-dihydro-7-[[(1,1-dimethylethyl)dimethylsilyl]oxy]-6-methoxy-2(1H)-isoquinolinecarboxylic acid-1,1-dimethylethyl ester). Run in O1CCCC1 (tetrahydrofuran). Run at temperature 0 celsius. Product: CC(C)(C)OC(=O)N1CC2=CC(=C(C=C2CC1)OC)O (3,4-Dihydro-7-hydroxy-6-methoxy-2(1H)-isoquinolinecarboxylic acid 1,1-dimethylethyl ester). As a reaction SMILES: [CH3:1][C:2]([O:5][C:6]([N:8]1[CH2:17][CH2:16][C:15]2[C:10](=[CH:11][C:12]([O:20][Si](C(C)(C)C)(C)C)=[C:13]([O:18][CH3:19])[CH:14]=2)[CH2:9]1)=[O:7])([CH3:4])[CH3:3].[F-].C([NH3+])CCC>O1CCCC1>[CH3:4][C:2]([O:5][C:6]([N:8]1[CH2:17][CH2:16][C:15]2[C:10](=[CH:11][C:12]([OH:20])=[C:13]([O:18][CH3:19])[CH:14]=2)[CH2:9]1)=[O:7])([CH3:1])[CH3:3] |f:1.2|. Procedure: A 6.0 g portion of 3,4-dihydro-7-[[(1,1-dimethylethyl)dimethylsilyl]oxy]-6-methoxy-2(1H)-isoquinolinecarboxylic acid-1,1-dimethylethyl ester is dissolved in 30 mL tetrahydrofuran and cooled to 0° C. To this is added 22.8 mL of a 1.0M solution of tetra, butylammonium fluoride, while stirring. The reaction mixture is brought to room temperature, and stirred for three hours. The reaction is quenched with 10 mL saturated sodium bicarbonate solution and 10 mL water, followed by the addition of 20 mL ... Starting materials: C(C)(C)(C)OC(=O)N1CCC(CC1)C\C=C\C1=CC=C(C=C1)C(F)(F)F (4-[(E)-3-(4-Trifluoromethylphenyl)allyl]piperidine-1-carboxylic acid tert-butyl ester). Reagents/catalysts: [Pd] (palladium on carbon). The solvent is C(C)O (ethanol). Conditions: time 5 hour. Yields the product C(C)(C)(C)OC(=O)N1CCC(CC1)CCCC1=CC=C(C=C1)C(F)(F)F (4-[3-(4-trifluoromethylphenyl)propyl]piperidine-1-carboxylic acid tert-butyl ester). Reaction SMILES: [C:1]([O:5][C:6]([N:8]1[CH2:13][CH2:12][CH:11]([CH2:14]/[CH:15]=[CH:16]/[C:17]2[CH:22]=[CH:21][C:20]([C:23]([F:26])([F:25])[F:24])=[CH:19][CH:18]=2)[CH2:10][CH2:9]1)=[O:7])([CH3:4])([CH3:3])[CH3:2]>[Pd].C(O)C>[C:1]([O:5][C:6]([N:8]1[CH2:13][CH2:12][CH:11]([CH2:14][CH2:15][CH2:16][C:17]2[CH:22]=[CH:21][C:20]([C:23]([F:26])([F:24])[F:25])=[CH:19][CH:18]=2)[CH2:10][CH2:9]1)=[O:7])([CH3:4])([CH3:2])[CH3:3]. Procedure details: 4-[(E)-3-(4-Trifluoromethylphenyl)allyl]piperidine-1-carboxylic acid tert-butyl ester (13.4 g, 36.2 mmol) and 10% palladium on carbon (1.4 g, 1.3 mmol) were suspended in ethanol (120 ml), followed by stirring under a hydrogen atmosphere (atmospheric pressure) at room temperature for 5 hours. Thereafter the insoluble matter was removed by filtration, and the resulting solution was concentrated to afford the title compound as a colorless oil (crude).